Dataset: the Open Reaction Database (ORD), a public repository of structured organic reaction records. Task: describe an organic reaction: reactants, conditions, products, and yield Starting materials: COCCOC, CS(=O)c1nc(N)nc(-c2ccco2)c1C#N, NCc1ccc2ccccc2c1. Product: N#Cc1c(NCc2ccc3ccccc3c2)nc(N)nc1-c1ccco1. Reaction SMILES: [CH3:30][O:31][CH2:32][CH2:33][O:34][CH3:35].[NH2:1][c:2]1[n:3][c:4]([S:15]([CH3:16])=[O:17])[c:5]([C:13]#[N:14])[c:6](-[c:8]2[o:9][cH:10][cH:11][cH:12]2)[n:7]1.[cH:18]1[c:19]([CH2:28][NH2:29])[cH:20][cH:21][c:22]2[cH:23][cH:24][cH:25][cH:26][c:27]12>>[NH2:1][c:2]1[n:3][c:4]([NH:29][CH2:28][c:19]2[cH:18][c:27]3[c:22]([cH:21][cH:20]2)[cH:23][cH:24][cH:25][cH:26]3)[c:5]([C:13]#[N:14])[c:6](-[c:8]2[o:9][cH:10][cH:11][cH:12]2)[n:7]1. The reactants are CC(C)C(NC(=O)OCc1ccccc1)C(=O)OCCCC(C)(C)C(=O)OCCl, CC#N, [I-], [Na+]. Product: CC(C)C(NC(=O)OCc1ccccc1)C(=O)OCCCC(C)(C)C(=O)OCI. Reaction SMILES: [C:1](=[O:2])([O:3][CH2:4][c:5]1[cH:6][cH:7][cH:8][cH:9][cH:10]1)[NH:11][CH:12]([CH:13]([CH3:14])[CH3:15])[C:16](=[O:17])[O:18][CH2:19][CH2:20][CH2:21][C:22]([C:23](=[O:24])[O:25][CH2:26][Cl:27])([CH3:28])[CH3:29].[CH3:32][C:33]#[N:34].[I-:31].[Na+:30]>>[C:1](=[O:2])([O:3][CH2:4][c:5]1[cH:6][cH:7][cH:8][cH:9][cH:10]1)[NH:11][CH:12]([CH:13]([CH3:14])[CH3:15])[C:16](=[O:17])[O:18][CH2:19][CH2:20][CH2:21][C:22]([C:23](=[O:24])[O:25][CH2:26][I:31])([CH3:28])[CH3:29]. Starting materials: CCOC(=O)C(CC(C)C)NC(=O)Cc1ccc(-c2ccc(-c3nc(C(N)=O)c(C)nc3C)cc2)c(Cl)c1, CC(C)(C)O, [K+], [OH-]. Product: Cc1nc(C)c(-c2ccc(-c3ccc(CC(=O)NC(CC(C)C)C(=O)O)cc3Cl)cc2)nc1C(N)=O. Reaction SMILES: [C:3]([NH2:4])(=[O:5])[c:6]1[c:7]([CH3:40])[n:8][c:9]([CH3:39])[c:10](-[c:12]2[cH:13][cH:14][c:15](-[c:18]3[c:19]([Cl:38])[cH:20][c:21]([CH2:24][C:25](=[O:26])[NH:27][CH:28]([C:29](=[O:30])[O:31][CH2:32][CH3:33])[CH2:34][CH:35]([CH3:36])[CH3:37])[cH:22][cH:23]3)[cH:16][cH:17]2)[n:11]1.[C:41]([OH:42])([CH3:43])([CH3:44])[CH3:45].[K+:2].[OH-:1]>>[C:3]([NH2:4])(=[O:5])[c:6]1[c:7]([CH3:40])[n:8][c:9]([CH3:39])[c:10](-[c:12]2[cH:13][cH:14][c:15](-[c:18]3[c:19]([Cl:38])[cH:20][c:21]([CH2:24][C:25](=[O:26])[NH:27][CH:28]([C:29](=[O:30])[OH:31])[CH2:34][CH:35]([CH3:36])[CH3:37])[cH:22][cH:23]3)[cH:16][cH:17]2)[n:11]1. The reactants are CCO, CCCCCCc1ccc(O)c([N+](=O)[O-])c1, NN, O. Yields the product CCCCCCc1ccc(O)c(N)c1. RXN SMILES: [CH3:20][CH2:21][OH:22].[N+:1]([O-:2])(=[O:3])[c:4]1[c:5]([OH:16])[cH:6][cH:7][c:8]([CH2:10][CH2:11][CH2:12][CH2:13][CH2:14][CH3:15])[cH:9]1.[NH2:18][NH2:19].[OH2:17]>>[NH2:1][c:4]1[c:5]([OH:16])[cH:6][cH:7][c:8]([CH2:10][CH2:11][CH2:12][CH2:13][CH2:14][CH3:15])[cH:9]1.